Dataset: the Open Reaction Database (ORD), a public repository of structured organic reaction records. Task: describe an organic reaction: reactants, conditions, products, and yield The reactants are ClC=1C=C(C(=C(C(=O)OC)C1)C)O (methyl 5-chloro-3-hydroxy-2-methylbenzoate), OC1CCN(CC1)C(=O)OC(C)(C)C (tert-butyl 4-hydroxypiperidine-1-carboxylate), C1(=CC=CC=C1)P(C1=CC=CC=C1)C1=CC=CC=C1 (triphenylphosphine), CC(C)OC(=O)/N=N/C(=O)OC(C)C (DIAD). Run in C1CCOC1 (THF). Reaction conditions: temperature 55 celsius. Product: ClC=1C=C(C(=C(OC2CCN(CC2)C(=O)OC(C)(C)C)C1)C)C(=O)OC (tert-butyl 4-(5-chloro-3-(methoxycarbonyl)-2-methylphenoxy)piperidine-1-carboxylate). Yield: 80.0%. RXN SMILES: [Cl:1][C:2]1[CH:3]=[C:4]([OH:13])[C:5]([CH3:12])=[C:6]([CH:11]=1)[C:7]([O:9][CH3:10])=[O:8].O[CH:15]1[CH2:20][CH2:19][N:18]([C:21]([O:23][C:24]([CH3:27])([CH3:26])[CH3:25])=[O:22])[CH2:17][CH2:16]1.C1(P(C2C=CC=CC=2)C2C=CC=CC=2)C=CC=CC=1.CC(OC(/N=N/C(OC(C)C)=O)=O)C>C1COCC1>[Cl:1][C:2]1[CH:11]=[C:6]([C:7]([O:9][CH3:10])=[O:8])[C:5]([CH3:12])=[C:4]([CH:3]=1)[O:13][CH:15]1[CH2:20][CH2:19][N:18]([C:21]([O:23][C:24]([CH3:27])([CH3:26])[CH3:25])=[O:22])[CH2:17][CH2:16]1. Procedure details: A mixture of methyl 5-chloro-3-hydroxy-2-methylbenzoate (500 mg, 2.492 mmol), tert-butyl 4-hydroxypiperidine-1-carboxylate (752 mg, 3.74 mmol) and triphenylphosphine (1307 mg, 4.98 mmol), stirred in THF (10 mL) until completely dissolved, then DIAD (1.530 mL, 7.48 mmol) was slowly added dropwise via syringe over 5 minutes. The reaction heated at 55° C. for 4 h under nitrogen. The reaction was cooled to room temperature and concentrated in vacuo. The orange oil residue was purified by flash colum... Reactants: COc1cccc(OCc2ccccc2)c1C=O, CCCCCCC, O, CC(C)(O)C(N)=O. The product is COc1cccc(OCc2ccccc2)c1C1NC(=O)C(C)(C)O1. Reaction SMILES: [CH2:8]([c:9]1[cH:10][cH:11][cH:12][cH:13][cH:14]1)[O:15][c:16]1[c:17]([CH:18]=[O:19])[c:20]([O:24][CH3:25])[cH:21][cH:22][cH:23]1.[CH3:27][CH2:28][CH2:29][CH2:30][CH2:31][CH2:32][CH3:33].[OH2:26].[OH:1][C:2]([C:3](=[O:4])[NH2:5])([CH3:6])[CH3:7]>>[O:1]1[C:2]([CH3:6])([CH3:7])[C:3](=[O:4])[NH:5][CH:18]1[c:17]1[c:16]([O:15][CH2:8][c:9]2[cH:10][cH:11][cH:12][cH:13][cH:14]2)[cH:23][cH:22][cH:21][c:20]1[O:24][CH3:25]. Reactants: BrCCC(CCCC(CCCC(CCCC(C)C)C)C)C (1-bromo-3,7,11,15-tetramethylhexadecane), P(OCC)(OCC)OCC (triethyl phosphite), P(OCC)(OCC)OCC (triethyl phosphite). Conditions: temperature 150 celsius, time 18 hour. Yields the product C(C)OP(=O)(OCC)CCC(CCCC(CCCC(CCCC(C)C)C)C)C (1-(diethylphosphono)-3,7,11,15-tetramethylhexadecane). The yield is 93.6%. RXN SMILES: Br[CH2:2][CH2:3][CH:4]([CH3:21])[CH2:5][CH2:6][CH2:7][CH:8]([CH3:20])[CH2:9][CH2:10][CH2:11][CH:12]([CH3:19])[CH2:13][CH2:14][CH2:15][CH:16]([CH3:18])[CH3:17].[P:22]([O:29]CC)([O:26][CH2:27][CH3:28])[O:23][CH2:24][CH3:25]>>[CH2:24]([O:23][P:22]([CH2:2][CH2:3][CH:4]([CH3:21])[CH2:5][CH2:6][CH2:7][CH:8]([CH3:20])[CH2:9][CH2:10][CH2:11][CH:12]([CH3:19])[CH2:13][CH2:14][CH2:15][CH:16]([CH3:18])[CH3:17])([O:26][CH2:27][CH3:28])=[O:29])[CH3:25]. Reported procedure: A mixture of 21.69 g (60 mmol) of 1-bromo-3,7,11,15-tetramethylhexadecane and 25 g (150 mmol) of triethyl phosphite was heated at 150° C. After 18 h, an additional 20 g (120 mmol) of triethyl phosphite was added, and heating was continued for 24 h. Diethyl ethylphosphonate and other volatiles were distilled, bp 30-50° C. at 0.05 mm Hg, and bulb-to-bulb distillation of the concentrate provided 23.51 g (94%) of 1-(diethylphosphono)-3,7,11,15-tetramethylhexadecane as a clear, colorless liquid, bp 1... Starting materials: C(CCC)OC(=O)N1CCNCC1 (piperazine-1-carboxylic acid butyl ester), [B-](F)(F)(F)F.CCOC(=O)C(=NOC(=[N+](C)C)N(C)C)C#N (TOTU), C(C1=CC=CC=C1)OCCCC[C@@H](C(=O)O)NC(=O)OCC1C2=CC=CC=C2C=2C=CC=CC12 ((S)-6-Benzyloxy-2-(9H-fluoren-9-ylmethoxycarbonylamino)-hexanoic acid), C(C)N1CCOCC1 (N-ethylmorpholine). The solvent is CN(C)C=O (DMF), C(C)(=O)OCC (ethyl acetate). Conditions: time 3 hour. The product is C(CCC)OC(=O)N1CCN(CC1)C([C@H](CCCCOCC1=CC=CC=C1)NC(=O)OCC1C2=CC=CC=C2C=2C=CC=CC12)=O ((S)-4-[6-Benzyloxy-2-(9H-fluoren-9-ylmethoxycarbonylamino)-hexanoyl]-piperazine-1-carboxylic acid butyl ester). As a reaction SMILES: [CH2:1]([O:8][CH2:9][CH2:10][CH2:11][CH2:12][C@H:13]([NH:17][C:18]([O:20][CH2:21][CH:22]1[C:34]2[CH:33]=[CH:32][CH:31]=[CH:30][C:29]=2[C:28]2[C:23]1=[CH:24][CH:25]=[CH:26][CH:27]=2)=[O:19])[C:14](O)=[O:15])[C:2]1[CH:7]=[CH:6][CH:5]=[CH:4][CH:3]=1.[CH2:35]([O:39][C:40]([N:42]1[CH2:47][CH2:46][NH:45][CH2:44][CH2:43]1)=[O:41])[CH2:36][CH2:37][CH3:38].C(N1CCOCC1)C.[B-](F)(F)(F)F.CCOC(C(C#N)=NOC(N(C)C)=[N+](C)C)=O>CN(C=O)C.C(OCC)(=O)C>[CH2:35]([O:39][C:40]([N:42]1[CH2:47][CH2:46][N:45]([C:14](=[O:15])[C@@H:13]([NH:17][C:18]([O:20][CH2:21][CH:22]2[C:23]3[CH:24]=[CH:25][CH:26]=[CH:27][C:28]=3[C:29]3[C:34]2=[CH:33][CH:32]=[CH:31][CH:30]=3)=[O:19])[CH2:12][CH2:11][CH2:10][CH2:9][O:8][CH2:1][C:2]2[CH:7]=[CH:6][CH:5]=[CH:4][CH:3]=2)[CH2:44][CH2:43]1)=[O:41])[CH2:36][CH2:37][CH3:38] |f:3.4|. Procedure details: To a solution of 500 mg (S)-6-Benzyloxy-2-(9H-fluoren-9-ylmethoxycarbonylamino)-hexanoic acid in 7 ml DMF were added at 0° C. 172 mg piperazine-1-carboxylic acid butyl ester hydrotrifluoroacetate, 0.14 ml N-ethylmorpholine and 357 mg TOTU. After stirring for 3 h the solution was diluted with ethyl acetate and subsequently washed with aqueous LiCl (4%) and half-saturated aqueous NaHCO3. The crude product obtained after evaporation of the solvent was used without further purification. Yield: 650 m... Reactants: CN(C)C1(C#N)CCC2(CC1)OCCO2, CCOCC, [Cl-], Fc1cccc(CCl)c1, [Mg], [NH4+]. Yields the product CN(C)C1(Cc2cccc(F)c2)CCC2(CC1)OCCO2. As a reaction SMILES: [CH3:11][N:12]([C:13]1([C:23]#[N:24])[CH2:14][CH2:15][C:16]2([O:17][CH2:18][CH2:19][O:20]2)[CH2:21][CH2:22]1)[CH3:25].[CH3:28][CH2:29][O:30][CH2:31][CH3:32].[Cl-:26].[F:2][c:3]1[cH:4][c:5]([CH2:6][Cl:7])[cH:8][cH:9][cH:10]1.[Mg:1].[NH4+:27]>>[F:2][c:3]1[cH:4][c:5]([CH2:6][C:13]2([N:12]([CH3:11])[CH3:25])[CH2:14][CH2:15][C:16]3([O:17][CH2:18][CH2:19][O:20]3)[CH2:21][CH2:22]2)[cH:8][cH:9][cH:10]1. The reactants are CC(C)=O, CCOC(C)=O, COC(=O)C(F)(F)CNC1CCCC1, O=[N+]([O-])c1cnc(Cl)nc1Cl, [K+], [K+], O=C([O-])[O-]. The product is COC(=O)C(F)(F)CN(c1nc(Cl)ncc1[N+](=O)[O-])C1CCCC1. RXN SMILES: [CH3:32][C:33](=[O:34])[CH3:35].[CH3:36][CH2:37][O:38][C:39]([CH3:40])=[O:41].[CH:1]1([NH:6][CH2:7][C:8]([C:9](=[O:10])[O:11][CH3:12])([F:13])[F:14])[CH2:2][CH2:3][CH2:4][CH2:5]1.[Cl:21][c:22]1[n:23][cH:24][c:25]([N+:29](=[O:30])[O-:31])[c:26]([Cl:28])[n:27]1.[K+:15].[K+:16].[O-:17][C:18]([O-:19])=[O:20]>>[CH:1]1([N:6]([CH2:7][C:8]([C:9](=[O:10])[O:11][CH3:12])([F:13])[F:14])[c:26]2[c:25]([N+:29](=[O:30])[O-:31])[cH:24][n:23][c:22]([Cl:21])[n:27]2)[CH2:2][CH2:3][CH2:4][CH2:5]1. Starting materials: [BH4-], CCO, CC1(C)CCC(C)(C)C1C=O, [Na+]. The product is CC1(C)CCC(C)(C)C1CO. As a reaction SMILES: [BH4-:12].[CH3:14][CH2:15][OH:16].[CH3:1][C:2]1([CH3:11])[CH:3]([CH:9]=[O:10])[C:4]([CH3:7])([CH3:8])[CH2:5][CH2:6]1.[Na+:13]>>[CH3:1][C:2]1([CH3:11])[CH:3]([CH2:9][OH:10])[C:4]([CH3:7])([CH3:8])[CH2:5][CH2:6]1. Starting materials: C12NC(C(NC1=O)CC2)=O (2,5-diazabicyclo[2.2.2]octane-3,6-dione), [H-].[Na+] (sodium hydride), O (water), C(C1=CC=CC=C1)Cl (benzyl chloride). Solvent: C(C)OCC (diethyl ether), CN(C=O)C (dimethylformamide). Conditions: time 1 hour. Yields the product C(C1=CC=CC=C1)N1C2C(N(C(C1=O)CC2)CC2=CC=CC=C2)=O (2,5-Dibenzyl-2,5-diazabicyclo[2.2.2]octane-3,6-dione). Yield: 91.7%. As a reaction SMILES: [CH:1]12[CH2:9][CH2:8][CH:4]([NH:5][C:6]1=[O:7])[C:3](=[O:10])[NH:2]2.[H-].[Na+].[CH2:13](Cl)[C:14]1[CH:19]=[CH:18][CH:17]=[CH:16][CH:15]=1.O>CN(C)C=O.C(OCC)C>[CH2:13]([N:2]1[C:3](=[O:10])[CH:4]2[CH2:8][CH2:9][CH:1]1[C:6](=[O:7])[N:5]2[CH2:13][C:14]1[CH:19]=[CH:18][CH:17]=[CH:16][CH:15]=1)[C:14]1[CH:19]=[CH:18][CH:17]=[CH:16][CH:15]=1 |f:1.2|. Reported procedure: A hot solution of 36.6 g (0.262 mole) of 2,5-diazabicyclo[2.2.2]octane-3,6-dione in 800 ml dry dimethylformamide was added rapidly from a dropping funnel to 12.5 g (0.52 mole) of oil-free sodium hydride. After stirring for 1 hour, the mixture was chilled and treated with 67.5 ml (0.59 mole) benzyl chloride during a period of a few minutes. After stirring at room temperature for 18 hours, 1 liter of water was added cautiously, and the mixture was extracted with chloroform. The extracts were washe... Reactants: Cl.COC=1C=CC2=C(C([C@H]3CCCN[C@H]3C2)(C)C)C1 (cis-1,2,3,4,4a,5,10,10a-octahydro-7-methoxy-5,5-dimethylbenzo[g]quinoline hydrochloride), O.O.O.C(C)(=O)[O-].[Na+] (sodium acetate trihydrate), C(C)(=O)OC(C)=O (acetic anhydride). The product is C(C)(=O)N1CCC[C@@H]2C(C3=C(C[C@H]12)C=CC(=C3)OC)(C)C (cis-1-acetyl-1,2,3,4,4 a,5,10,10a-octahydro-7-methoxy-5,5-dimethylbenzo[g]quinoline). RXN SMILES: Cl.[CH3:2][O:3][C:4]1[CH:5]=[CH:6][C:7]2[CH2:16][C@H:15]3[C@H:10]([CH2:11][CH2:12][CH2:13][NH:14]3)[C:9]([CH3:18])([CH3:17])[C:8]=2[CH:19]=1.O.O.O.[C:23]([O-])(=[O:25])[CH3:24].[Na+].C(OC(=O)C)(=O)C>>[C:23]([N:14]1[C@@H:15]2[C@@H:10]([C:9]([CH3:17])([CH3:18])[C:8]3[CH:19]=[C:4]([O:3][CH3:2])[CH:5]=[CH:6][C:7]=3[CH2:16]2)[CH2:11][CH2:12][CH2:13]1)(=[O:25])[CH3:24] |f:0.1,2.3.4.5.6|. Reported procedure: A mixture of 0.56 g. of cis-1,2,3,4,4a,5,10,10a-octahydro-7-methoxy-5,5-dimethylbenzo[g]quinoline hydrochloride, 0.27 g. of sodium acetate trihydrate, and 7 ml. of acetic anhydride was stirred and heated on a steam bath for three hours. The reaction mixture was evaporated to dryness under reduced pressure, and the resulting residue was partitioned between water and diethyl ether. The ether layer was washed with 1N-hydrochloric acid and with saturated aqueous sodium bicarbonate solution. After dr...